Dataset: the Open Reaction Database (ORD), a public repository of structured organic reaction records. Task: describe an organic reaction: reactants, conditions, products, and yield Starting materials: C(C)C=1C=CC=C2C3=C(NC12)C(OCC3)(C)CNC(C)=O (N-[(8-ethyl-1,3,4,9-tetrahydro-1-methylpyrano[3,4-b]indol-1-yl)methyl]-acetamide), N1C=C(C2=CC=CC=C12)CCO (indole-3-ethanol), C1(=CC=CC=C1)COC=1C=C2C(=CNC2=CC1)CCO (5-phenylmethoxy-indole-3-ethanol), C1(=CC=CC=C1)COC=1C=C2C3=C(NC2=CC1)C(OCC3)(C)CNC(C)=O (N-[(6-phenylmethoxy-1,3,4,9-tetrahydro-1-methylpyrano[3,4-b]indol-1-yl)methyl]-acetamide), C(C)C=1C=CC=C2C(=CNC12)CCO (7-ethylindole-3-ethanol), COC1=CC=C2C(=CNC2=C1)CCO (6-methoxyindole-3-ethanol), COC1=CC=C2C3=C(NC2=C1)C(OCC3)(C)CNC(C)=O (N-[(7-methoxy-1,3,4,9-tetrahydro-1-methylpyrano-[3,4-b]indol-1-yl)methyl]-acetamide). Yields the product CC1(OCCC2=C1NC1=CC=CC=C21)CNC(C)=O (N-[(1,3,4,9-Tetrahydro-1-methylpyrano[3,4-b]indol-1-yl)methyl]-acetamide). Reaction SMILES: N1C2C(=CC=CC=2)C(CCO)=C1.C(C1C=CC=C2C=1NC=C2CCO)C.COC1C=C2C(C(CCO)=CN2)=CC=1.C1(COC2C=C3C(=CC=2)NC=C3CCO)C=CC=CC=1.C([C:63]1[CH:64]=[CH:65][CH:66]=[C:67]2[C:71]=1[NH:70][C:69]1[C:72]([CH2:77][NH:78][C:79](=[O:81])[CH3:80])([CH3:76])[O:73][CH2:74][CH2:75][C:68]2=1)C.COC1C=C2C(C3CCOC(CNC(=O)C)(C)C=3N2)=CC=1.C1(COC2C=C3C(=CC=2)NC2C(CNC(=O)C)(C)OCCC3=2)C=CC=CC=1>>[CH3:76][C:72]1([CH2:77][NH:78][C:79](=[O:81])[CH3:80])[C:69]2[NH:70][C:71]3[C:67]([C:68]=2[CH2:75][CH2:74][O:73]1)=[CH:66][CH:65]=[CH:64][CH:63]=3. Procedure details: In the same manner but replacing indole-3-ethanol with an equivalent amount of 7-ethylindole-3-ethanol, 6-methoxyindole-3-ethanol or 5-phenylmethoxy-indole-3-ethanol, the following compounds of formula IIa are obtained, respectively: N-[(8-ethyl-1,3,4,9-tetrahydro-1-methylpyrano[3,4-b]indol-1-yl)methyl]-acetamide, N-[(7-methoxy-1,3,4,9-tetrahydro-1-methylpyrano-[3,4-b]indol-1-yl)methyl]-acetamide and N-[(6-phenylmethoxy-1,3,4,9-tetrahydro-1-methylpyrano[3,4-b]indol-1-yl)methyl]-acetamide.